Dataset: the Open Reaction Database (ORD), a public repository of structured organic reaction records. Task: describe an organic reaction: reactants, conditions, products, and yield Reactants: Cl (HCl), C(C)(C)(C)OC(=O)N1CCN(CCC1)C1=NC=CC=C1OC (4-(3-methoxypyridin-2-yl)-[1,4]diazepane-1-carboxylic acid tert-butyl ester), O1CCOCC1 (dioxane). Solvent: CO (MeOH). Run at time 15 hour. The product is Cl.Cl.COC=1C(=NC=CC1)N1CCNCCC1 (1-(3-Methoxypyridin-2-yl)-[1,4]diazepane Dihydrochloride). RXN SMILES: C(OC([N:8]1[CH2:14][CH2:13][CH2:12][N:11]([C:15]2[C:20]([O:21][CH3:22])=[CH:19][CH:18]=[CH:17][N:16]=2)[CH2:10][CH2:9]1)=O)(C)(C)C.[ClH:23].O1CCOCC1>CO>[ClH:23].[ClH:23].[CH3:22][O:21][C:20]1[C:15]([N:11]2[CH2:12][CH2:13][CH2:14][NH:8][CH2:9][CH2:10]2)=[N:16][CH:17]=[CH:18][CH:19]=1 |f:4.5.6|. Procedure details: To 4-(3-methoxypyridin-2-yl)-[1,4]diazepane-1-carboxylic acid tert-butyl ester (335 mg, 1.1 mmol) was added MeOH (3 mL) followed by 4M HCl in dioxane (5 mL, 20 mmol). This was stirred for 15 hours, then concentrated to give the title compound. MS (ES) m/z 208 (M+H+). Reaction SMILES: Br[C:2]1[CH:3]=[CH:4][C:5]2[N:6]([C:8]([C:11]3[CH:16]=[CH:15][C:14]([O:17][CH3:18])=[CH:13][CH:12]=3)=[CH:9][N:10]=2)[CH:7]=1.[F:19][C:20]1[CH:25]=[CH:24][C:23]([N:26]2[C:30](B3OC(C)(C)C(C)(C)O3)=[CH:29][CH:28]=[N:27]2)=[CH:22][CH:21]=1>>[F:19][C:20]1[CH:21]=[CH:22][C:23]([N:26]2[C:30]([C:2]3[CH:3]=[CH:4][C:5]4[N:6]([C:8]([C:11]5[CH:16]=[CH:15][C:14]([O:17][CH3:18])=[CH:13][CH:12]=5)=[CH:9][N:10]=4)[CH:7]=3)=[CH:29][CH:28]=[N:27]2)=[CH:24][CH:25]=1. Starting materials: solid, BrC=1C=CC=2N(C1)C(=CN2)C2=CC=C(C=C2)OC (6-bromo-3-(4-methoxy-phenyl)-imidazo[1,2-a]pyridine), BrC=1C=CC=2N(C1)C(=CN2)C2=CC=C(C=C2)OC (6-bromo-3-(4-methoxy-phenyl)-imidazo[1,2-a]pyridine), FC1=CC=C(C=C1)N1N=CC=C1B1OC(C(O1)(C)C)(C)C (1-(4-fluoro-phenyl)-5-(4,4,5,5-tetramethyl-1,3,2-dioxaborolan-2-yl)-1H-pyrazole), FC1=CC=C(C=C1)N1N=CC=C1B1OC(C(O1)(C)C)(C)C (1-(4-fluoro-phenyl)-5-(4,4,5,5-tetramethyl-1,3,2-dioxaborolan-2-yl)-1H-pyrazole). Procedure details: The title compound, white solid (56 mg, 44%), MS (ISP) m/z=385.5 [(M+H)+], mp 162° C., was prepared in accordance with the general method of example 1 from 6-bromo-3-(4-methoxy-phenyl)-imidazo[1,2-a]pyridine (intermediate L) (0.1 g, 0.33 mmol) and 1-(4-fluoro-phenyl)-5-(4,4,5,5-tetramethyl-1,3,2-dioxaborolan-2-yl)-1H-pyrazole (intermediate A) (0.11 mg, 0.38 mmol). The product is FC1=CC=C(C=C1)N1N=CC=C1C=1C=CC=2N(C1)C(=CN2)C2=CC=C(C=C2)OC (6-[2-(4-Fluoro-phenyl)-2H-pyrazol-3-yl]-3-(4-methoxy-phenyl)-imidazo [1,2-a]pyridine). Reactants: [Al+3], [Cl-], [Cl-], [Cl-], ClCCl, O=C(Cl)CCl, O=C1CCc2ccccc2N1, O. Product: O=C1CCc2cc(C(=O)CCl)ccc2N1. RXN SMILES: [Al+3:2].[Cl-:1].[Cl-:3].[Cl-:4].[Cl:5][CH2:6][Cl:7].[Cl:8][CH2:9][C:10](=[O:11])[Cl:12].[NH:13]1[C:14](=[O:23])[CH2:15][CH2:16][c:17]2[cH:18][cH:19][cH:20][cH:21][c:22]21.[OH2:24]>>[Cl:8][CH2:9][C:10](=[O:11])[c:19]1[cH:18][c:17]2[c:22]([cH:21][cH:20]1)[NH:13][C:14](=[O:23])[CH2:15][CH2:16]2. Product: Cc1cc(C)c(Sc2nc(Nc3ccc(C#N)cc3)nc3c2ccn3Cc2ccccc2)c(C)c1. Reactants: Cc1cc(C)c(Sc2nc(F)nc3c2ccn3Cc2ccccc2)c(C)c1, Cn1ccccc1=O, [H-], N#Cc1ccc(N)cc1, [Na+], O. As a reaction SMILES: [CH2:12]([c:13]1[cH:14][cH:15][cH:16][cH:17][cH:18]1)[n:19]1[cH:20][cH:21][c:22]2[c:23]1[n:24][c:25]([F:38])[n:26][c:27]2[S:28][c:29]1[c:30]([CH3:37])[cH:31][c:32]([CH3:36])[cH:33][c:34]1[CH3:35].[CH3:40][n:41]1[cH:42][cH:43][cH:44][cH:45][c:46]1=[O:47].[H-:11].[NH2:1][c:2]1[cH:3][cH:4][c:5]([C:6]#[N:7])[cH:8][cH:9]1.[Na+:10].[OH2:39]>>[NH:1]([c:2]1[cH:3][cH:4][c:5]([C:6]#[N:7])[cH:8][cH:9]1)[c:25]1[n:24][c:23]2[n:19]([CH2:12][c:13]3[cH:14][cH:15][cH:16][cH:17][cH:18]3)[cH:20][cH:21][c:22]2[c:27]([S:28][c:29]2[c:30]([CH3:37])[cH:31][c:32]([CH3:36])[cH:33][c:34]2[CH3:35])[n:26]1. Reactants: CN(C=O)C (N,N-dimethylformamide), [BH4-].[Na+] (Sodium borohydride), C(CCC)[Li] (n-butyl lithium), BrC1=NC(=CC=C1)OC (2-bromo-6-methoxypyridine). The solvent is C(C)(=O)OCC (ethyl acetate), O1CCCC1 (tetrahydrofuran), O (Water), C1(=CC=CC=C1)C (toluene), O (Water). Run at time 30 minute. Yields the product COC1=CC=CC(=N1)CO ((6-Methoxy-pyridin-2-yl)-methanol). Isolated yield 28.3%. RXN SMILES: Br[C:2]1[CH:7]=[CH:6][CH:5]=[C:4]([O:8][CH3:9])[N:3]=1.C([Li])CCC.CN(C)[CH:17]=[O:18].[BH4-].[Na+]>C(OCC)(=O)C.O.O1CCCC1.C1(C)C=CC=CC=1>[CH3:9][O:8][C:4]1[N:3]=[C:2]([CH2:17][OH:18])[CH:7]=[CH:6][CH:5]=1 |f:3.4|. Procedure details: To a mixture of 2-bromo-6-methoxypyridine (500 mg, 2.66 mmol) and toluene (20 mL) was added dropwise n-butyl lithium (1.84 mL, 1.6 M hexane solution, 2.93 mmol) at −78° C., which was stirred for 30 minutes. N,N-dimethylformamide (412 μL, 5.32 mmol) was added dropwise to the mixture at the same temperature, which was stirred for 45 minutes at 0° C. Water and tetrahydrofuran were added to the reaction solution and vigorously stirred. The organic layer was separated, washed with water and saturated... The reagents and catalysts are [Ti] (titanium). The product is C(C1=CC=C(C#N)C=C1)#N (terephthalonitrile). Procedure details: To a two-liter all-titanium stirred autoclave is added 146.19 g. (0.88 moles) of terephthalic acid, 24.02 g. (0.12 moles) of diammonium terephthalate and 1000 ml. of water. This mixture is heated with stirring to 280° C and held at this temperature for approximately one hour. The resultant equilibrated mixture represents the hydrolyzate obtained by the non-catalytic hydrolysis of terephthalonitrile which would result from the removal, as ammonia, of 88 percent of the total available nitrogen fro... Run at temperature 280 celsius, time 1 hour. As a reaction SMILES: [C:1](O)(=O)[C:2]1[CH:10]=[CH:9][C:5]([C:6](O)=O)=[CH:4][CH:3]=1.C([O-])(=O)C1C=CC(C([O-])=O)=CC=1.[NH4+:25].[NH4+:26]>[Ti].O>[C:1](#[N:26])[C:2]1[CH:10]=[CH:9][C:5]([C:6]#[N:25])=[CH:4][CH:3]=1 |f:1.2.3|. Starting materials: C(C1=CC=C(C(=O)O)C=C1)(=O)O (terephthalic acid), C(C1=CC=C(C(=O)[O-])C=C1)(=O)[O-].[NH4+].[NH4+] (diammonium terephthalate). The solvent is O (water). The reactants are C(C)(=O)C=1C=NC=CC1 (3-acetylpyridine), C(C)(=O)O (acetic acid), C(C)(=O)O[BH-](OC(C)=O)OC(C)=O.[Na+] (sodium triacetoxyborohydride), FC1=C(OC2=CC=C(C=C2)N)C=CC(=C1)F (N-(4-(2,4-difluorophenoxy)phenyl)amine). Solvent: ClCCl (dichloromethane). Conditions: time 22 hour. Product: FC1=C(OC2=CC=C(C=C2)NC(C)C=2C=NC=CC2)C=CC(=C1)F (N-(4-(2,4-difluorophenoxy)phenyl)-1-pyrid-3-ylethylamine). Reaction SMILES: [F:1][C:2]1[CH:15]=[C:14]([F:16])[CH:13]=[CH:12][C:3]=1[O:4][C:5]1[CH:10]=[CH:9][C:8]([NH2:11])=[CH:7][CH:6]=1.[C:17]([C:20]1[CH:21]=[N:22][CH:23]=[CH:24][CH:25]=1)(=O)[CH3:18].C(O)(=O)C.C(O[BH-](OC(=O)C)OC(=O)C)(=O)C.[Na+]>ClCCl>[F:1][C:2]1[CH:15]=[C:14]([F:16])[CH:13]=[CH:12][C:3]=1[O:4][C:5]1[CH:6]=[CH:7][C:8]([NH:11][CH:17]([C:20]2[CH:21]=[N:22][CH:23]=[CH:24][CH:25]=2)[CH3:18])=[CH:9][CH:10]=1 |f:3.4|. Reported procedure: A solution of N-(4-(2,4-difluorophenoxy)phenyl)amine (1.0 equiv.) in dichloromethane (0.2 M) was cooled to 0° C. and treated with 3-acetylpyridine (Aldrich; 1.4 equiv.), acetic acid (5.0 equiv.), and sodium triacetoxyborohydride (2.5 equiv.). The reaction was allowed to warm to ambient temperature and stirred an additional 22 hours. The reaction was cautiously quenched with saturated aqueous NaHCO3 then adjusted to pH=10 with 1 N NaOH. The mixture was stirred for 4 hours then the layers were sep... The reactants are CN1N=C(C=C1NC1=NC=C(C(=C1)I)C(F)(F)F)C (N-(1,3-dimethylpyrazol-5-yl)-4-iodo-5-(trifluoromethyl)pyridin-2-amine), NC1=C(C(=O)NOC)C=CC(=C1)F (2-amino-4-fluoro-N-methoxybenzamide). The product is CN1N=C(C=C1NC1=NC=C(C(=C1)NC1=C(C(=O)NOC)C=CC(=C1)F)C(F)(F)F)C (2-[[2-[(2,5-dimethylpyrazol-3-yl)amino]-5-(trifluoromethyl)-4-pyridyl]amino]-4-fluoro-N-methoxy-benzamide). Reaction SMILES: [CH3:1][N:2]1[C:6]([NH:7][C:8]2[CH:13]=[C:12](I)[C:11]([C:15]([F:18])([F:17])[F:16])=[CH:10][N:9]=2)=[CH:5][C:4]([CH3:19])=[N:3]1.[NH2:20][C:21]1[CH:31]=[C:30]([F:32])[CH:29]=[CH:28][C:22]=1[C:23]([NH:25][O:26][CH3:27])=[O:24]>>[CH3:1][N:2]1[C:6]([NH:7][C:8]2[CH:13]=[C:12]([NH:20][C:21]3[CH:31]=[C:30]([F:32])[CH:29]=[CH:28][C:22]=3[C:23]([NH:25][O:26][CH3:27])=[O:24])[C:11]([C:15]([F:18])([F:17])[F:16])=[CH:10][N:9]=2)=[CH:5][C:4]([CH3:19])=[N:3]1. Reported procedure: This compound was prepared from N-(1,3-dimethylpyrazol-5-yl)-4-iodo-5-(trifluoromethyl)pyridin-2-amine and 2-amino-4-fluoro-N-methoxybenzamide. 81 mg, 48%; triturated in Et2O; NMR Spectrum: (DMSOd6) 2.08 (s, 3H), 3.55 (s, 3H), 3.70 (s, 3H), 6.04 (s, 1H), 6.74 (s, 1H), 6.97 (ddd, 1H), 7.43 (dd, 1H), 7.66 (dd, 1H), 8.28 (s, 1H), 9.07 (s, 1H), 10.04 (bs, 1H), 11.96 (bs, 1H); Mass spectrum: MH+ 439. The reactants are glass-autoclave, [Cl-].[Cl-].C(C)(C)=[Zr+2](C1C=C(C2=CC=CC=C12)C(C)(C)C)C1C=C(C2=CC=CC=C12)C(C)(C)C (rac-isopropylidene-bis(3-t-butyl-indenyl)zirconium dichloride). The reagents and catalysts are O=[Pt]=O (PtO2). Run in C(Cl)Cl (CH2Cl2). Conditions: time 4 hour. Yields the product [Cl-].[Cl-].C(C)(C)=[Zr+2](C1C=C(C=2CCCCC12)C(C)(C)C)C1C=C(C=2CCCCC12)C(C)(C)C (rac-isopropylidene-bis(3-t-butyl-4,5,6,7-tetrahydro-indenyl)zirconium dichloride). The yield is 167.2%. As a reaction SMILES: [Cl-:1].[Cl-].[C:3](=[Zr+2:6]([CH:20]1[C:28]2[C:23](=[CH:24][CH:25]=[CH:26][CH:27]=2)[C:22]([C:29]([CH3:32])([CH3:31])[CH3:30])=[CH:21]1)[CH:7]1[C:15]2[C:10](=[CH:11][CH:12]=[CH:13][CH:14]=2)[C:9]([C:16]([CH3:19])([CH3:18])[CH3:17])=[CH:8]1)([CH3:5])[CH3:4]>O=[Pt]=O.C(Cl)Cl>[Cl-:1].[Cl-:1].[C:3](=[Zr+2:6]([CH:20]1[C:28]2[CH2:27][CH2:26][CH2:25][CH2:24][C:23]=2[C:22]([C:29]([CH3:32])([CH3:31])[CH3:30])=[CH:21]1)[CH:7]1[C:15]2[CH2:14][CH2:13][CH2:12][CH2:11][C:10]=2[C:9]([C:16]([CH3:19])([CH3:18])[CH3:17])=[CH:8]1)([CH3:4])[CH3:5] |f:0.1.2,5.6.7|. Procedure: In a 100 ml glass-autoclave were introduced 0.66 g of rac-isopropylidene-bis(3-t-butyl-indenyl)zirconium dichloride, 40 mg of PtO2 and 50 ml of CH2Cl2. 5 atm of H2 were pressurized in and the mixture was stirred for 4 hours at room temperature. The mixture was filtered, the filtrate brought to dryness and 0,56 g of a yellow solid was isolated, which was further purified by washing with hexane and Et2O. 0,22 g of a yellow powder were thus obtained. 1H-NMR (CDCl3): 5.3(s), 2.6-2.9(m), 2.2-2.4(m), ...